From a dataset of the Open Reaction Database (ORD), a public repository of structured organic reaction records. describe an organic reaction: reactants, conditions, products, and yield Reaction conditions: temperature 25 celsius, time 1 hour. Starting materials: C(C)(=O)O.NCC=1C(=NC=CC1)N(S(=O)(=O)C)C (N-(3-Aminomethyl-pyridin-2-yl)-N-methyl-methanesulfonamide acetate), C(C(F)(F)F)O (trifluoroethanol), ClC1=NC=C(C(=N1)Cl)C(F)(F)F (2,4-dichloro-5-trifluoromethylpyrimidine), ClC1=NC=C(C(=N1)Cl)C(F)(F)F (2,4-dichloro-5-trifluoromethylpyrimidine), C(C(F)(F)F)O (trifluoroethanol), C(C)(=O)O.NCC=1C(=NC=CC1)N(S(=O)(=O)C)C (N-(3-Aminomethyl-pyridin-2-yl)-N-methyl-methanesulfonamide acetate). As a reaction SMILES: C(O)(=O)C.[NH2:5][CH2:6][C:7]1[C:8]([N:13]([CH3:18])[S:14]([CH3:17])(=[O:16])=[O:15])=[N:9][CH:10]=[CH:11][CH:12]=1.C(O)C(F)(F)F.[Cl:25][C:26]1[N:31]=[C:30](Cl)[C:29]([C:33]([F:36])([F:35])[F:34])=[CH:28][N:27]=1>C(N(CC)CC)C>[Cl:25][C:26]1[N:27]=[C:28]([NH:5][CH2:6][C:7]2[C:8]([N:13]([CH3:18])[S:14]([CH3:17])(=[O:16])=[O:15])=[N:9][CH:10]=[CH:11][CH:12]=2)[C:29]([C:33]([F:36])([F:34])[F:35])=[CH:30][N:31]=1 |f:0.1|. The product is ClC1=NC=C(C(=N1)NCC=1C(=NC=CC1)N(S(=O)(=O)C)C)C(F)(F)F (N-(3-((2-chloro-5-(trifluoromethyl)pyrimidin-4-ylamino)methyl)pyridin-2-yl)-N-methylmethanesulfonamide). Run in C(C)N(CC)CC (triethylamine). Procedure details: A solution of B5 and trifluoroethanol (120 mL) was treated with triethylamine (TEA) (16.6 mL) and stirred at 25° C. for 1 hour. In a separate reaction flask, a solution of 2,4-dichloro-5-trifluoromethylpyrimidine (13.2 g, 60.8 mmol) and trifluoroethanol (120 mL) was cooled to −45° C. The cold 2,4-dichloro-5-trifluoromethylpyrimidine solution was then treated drop-wise with the solution containing B5 and stirred at −45° C. for 2 hours. The mixture was allowed to warm to 25° C., and it was stirred... Reactants: C(C=C)O (allyl alcohol), CC1(C(C1C=CC(=O)OCC1CC1)C(=O)O)C (2,2-dimethyl-3-(3-cyclopropylmethoxy-3-oxo-1-propenyl) cyclopropane-carboxylic acid), CC1(C(C1C=CC(=O)O)C(=O)[O-])C (2,2-dimethyl-3-(3-hydroxy-3-oxo-1-propenyl)-cyclopropane-carboxylate). Product: CC1(C(C1C=CC(=O)OCC1CC1)C(=O)O)C (2,2-dimethyl-3-(3-cyclopropylmethoxy-3-oxo-1-propenyl) cyclopropane-carboxylic acid), CC1(C(C1C=CC(=O)OCC=C)C(=O)[O-])C (2,2-dimethyl-3-(3-allyloxy-3-oxo-1-propenyl)-cyclopropane-carboxylate). As a reaction SMILES: [CH3:1][C:2]1([CH3:17])[CH:4]([CH:5]=[CH:6][C:7]([O:9][CH2:10][CH:11]2[CH2:13][CH2:12]2)=[O:8])[CH:3]1[C:14]([OH:16])=[O:15].CC1(C)C(C=CC(O)=O)C1C([O-])=O.C(O)C=C>>[CH3:1][C:2]1([CH3:17])[CH:4]([CH:5]=[CH:6][C:7]([O:9][CH2:10][CH:11]2[CH2:13][CH2:12]2)=[O:8])[CH:3]1[C:14]([OH:16])=[O:15].[CH3:1][C:2]1([CH3:17])[CH:4]([CH:5]=[CH:6][C:7]([O:9][CH2:10][CH:11]=[CH2:12])=[O:8])[CH:3]1[C:14]([O-:16])=[O:15]. Reported procedure: Using the procedure of Example 84, 2.1 g of (R, S) cyano-2-(6-phenoxy-pyridyl)-methyl (1R, cis, ΔZ) 2,2-dimethyl-3-(3-hydroxy-3-oxo-1-propenyl)-cyclopropane-carboxylate and 0.8 ml of allyl alcohol were reacted and the oil residue was chromatographed over silica gel. Elution with an 85-15 n-hexane-ethyl acetate mixture yielded 1.55 g of (R, S) cyano-2-(6-phenoxy-pyridyl)-methyl (1R, cis, ΔZ) 2,2-dimethyl-3-(3-allyloxy-3-oxo-1-propenyl)-cyclopropane-carboxylate with a specific rotation of [α]D20 =...